describe an organic reaction: reactants, conditions, products, and yield From a dataset of the Open Reaction Database (ORD), a public repository of structured organic reaction records. Reactants: CCOC(C)=O, Cc1ccc(Cl)cc1-c1ccc(C(=O)CCC(=O)O)cc1, NC1CCCCC1. Product: Cc1ccc(Cl)cc1-c1ccc(C(O)CCC(=O)O)cc1. As a reaction SMILES: [CH3:29][CH2:30][O:31][C:32](=[O:33])[CH3:34].[Cl:1][c:2]1[cH:3][cH:4][c:5]([CH3:21])[c:6](-[c:8]2[cH:9][cH:10][c:11]([C:14]([CH2:15][CH2:16][C:17](=[O:18])[OH:19])=[O:20])[cH:12][cH:13]2)[cH:7]1.[NH2:22][CH:23]1[CH2:24][CH2:25][CH2:26][CH2:27][CH2:28]1>>[Cl:1][c:2]1[cH:3][cH:4][c:5]([CH3:21])[c:6](-[c:8]2[cH:9][cH:10][c:11]([CH:14]([CH2:15][CH2:16][C:17](=[O:18])[OH:19])[OH:20])[cH:12][cH:13]2)[cH:7]1. As a reaction SMILES: [Br:1][c:2]1[cH:3][c:4]([N+:14](=[O:15])[O-:16])[c:5]([O:12][CH3:13])[c:6]2[cH:7][cH:8][cH:9][cH:10][c:11]12.[CH2:17]([CH2:18][CH2:19][CH3:20])[NH2:21].[CH3:22][OH:23]>>[Br:1][c:2]1[cH:3][c:4]([N+:14](=[O:15])[O-:16])[c:5]([NH:21][CH2:17][CH2:18][CH2:19][CH3:20])[c:6]2[cH:7][cH:8][cH:9][cH:10][c:11]12. Starting materials: COc1c([N+](=O)[O-])cc(Br)c2ccccc12, CCCCN, CO. Product: CCCCNc1c([N+](=O)[O-])cc(Br)c2ccccc12.